From a dataset of the Open Reaction Database (ORD), a public repository of structured organic reaction records. describe an organic reaction: reactants, conditions, products, and yield The reactants are C(#N)[BH3-].[Na+] (Sodium cyanoborohydride), C(#N)[BH3-].[Na+] (sodium cyanoborohydride), C(C)OC(=O)C1(CC1)C1=CC=C(C=C1)C1=CC=C(C=C1)C=1C=NN(C1N)C (1-[4′-(5-Amino-1-methyl-1H-pyrazol-4-yl)-biphenyl-4-yl]-cyclopropanecarboxylic acid ethyl ester), ClC1=CC=C(C=C1)CCC(C)=O (4-(4-chloro-phenyl)-butan-2-one), C(C)(=O)O (Acetic acid). Solvent: CO (MeOH). Conditions: temperature 30 celsius, time 8 hour. The product is C(C)OC(=O)C1(CC1)C1=CC=C(C=C1)C1=CC=C(C=C1)C=1C=NN(C1NC(CCC1=CC=C(C=C1)Cl)C)C (1-(4′-{5-[3-(4-Chloro-phenyl)-1-methyl-propylamino]-1-methyl-1H-pyrazol-4-yl}-biphenyl-4-yl)-cyclopropanecarboxylic acid ethyl ester). RXN SMILES: [CH2:1]([O:3][C:4]([C:6]1([C:9]2[CH:14]=[CH:13][C:12]([C:15]3[CH:20]=[CH:19][C:18]([C:21]4[CH:22]=[N:23][N:24]([CH3:27])[C:25]=4[NH2:26])=[CH:17][CH:16]=3)=[CH:11][CH:10]=2)[CH2:8][CH2:7]1)=[O:5])[CH3:2].[Cl:28][C:29]1[CH:34]=[CH:33][C:32]([CH2:35][CH2:36][C:37](=O)[CH3:38])=[CH:31][CH:30]=1.C(O)(=O)C.C([BH3-])#N.[Na+]>CO>[CH2:1]([O:3][C:4]([C:6]1([C:9]2[CH:10]=[CH:11][C:12]([C:15]3[CH:20]=[CH:19][C:18]([C:21]4[CH:22]=[N:23][N:24]([CH3:27])[C:25]=4[NH:26][CH:37]([CH3:38])[CH2:36][CH2:35][C:32]4[CH:31]=[CH:30][C:29]([Cl:28])=[CH:34][CH:33]=4)=[CH:17][CH:16]=3)=[CH:13][CH:14]=2)[CH2:8][CH2:7]1)=[O:5])[CH3:2] |f:3.4|. Reported procedure: 1-[4′-(5-Amino-1-methyl-1H-pyrazol-4-yl)-biphenyl-4-yl]-cyclopropanecarboxylic acid ethyl ester (0.125 g, 0.346 mmol) and 4-(4-chloro-phenyl)-butan-2-one (0.095 g, 0.52 mmol) were dissolved in MeOH (5 mL). Acetic acid (0.030 mL, 0.52 mmol) was added along with a few molecular sieves and the reaction stirred at 30° C. overnight. Sodium cyanoborohydride (0.033 g, 0.52 mmol) was then added and the reaction was heated to 60° C. for 4 hours. An additional 0.5 equivalents of sodium cyanoborohydride wa... Yields the product COCCN(CC(=O)Nc1ccc(C(C)C)cc1C(F)(F)F)Cc1ccc(OC(C)(C)C(=O)O)cc1. The reactants are COCCN(CC(=O)Nc1ccc(C(C)C)cc1C(F)(F)F)Cc1ccc(OC(C)(C)C(=O)OC(C)(C)C)cc1, ClCCl, O=C(O)C(F)(F)F. As a reaction SMILES: [CH3:1][O:2][CH2:3][CH2:4][N:5]([CH2:6][C:7](=[O:8])[NH:9][c:10]1[c:11]([C:19]([F:20])([F:21])[F:22])[cH:12][c:13]([CH:16]([CH3:17])[CH3:18])[cH:14][cH:15]1)[CH2:23][c:24]1[cH:25][cH:26][c:27]([O:28][C:29]([C:30](=[O:31])[O:32][C:33]([CH3:34])([CH3:35])[CH3:36])([CH3:37])[CH3:38])[cH:39][cH:40]1.[Cl:48][CH2:49][Cl:50].[OH:41][C:42]([C:43]([F:44])([F:45])[F:46])=[O:47]>>[CH3:1][O:2][CH2:3][CH2:4][N:5]([CH2:6][C:7](=[O:8])[NH:9][c:10]1[c:11]([C:19]([F:20])([F:21])[F:22])[cH:12][c:13]([CH:16]([CH3:17])[CH3:18])[cH:14][cH:15]1)[CH2:23][c:24]1[cH:25][cH:26][c:27]([O:28][C:29]([C:30](=[O:31])[OH:32])([CH3:37])[CH3:38])[cH:39][cH:40]1. The reactants are CC1=NN(C=C1)CC(=O)OCC (ethyl 2-(3-methyl-1H-pyrazol-1-yl)acetate), CN(C)C=O (DMF), N,N-dimethylmethyleneiminium iodide. Run in C(Cl)Cl (DCM), CC#N (MeCN). Conditions: temperature 90 celsius, time 8 hour. Yields the product CN(C)CC=1C(=NN(C1)CC(=O)OCC)C (ethyl 2-(4-((dimethylamino)methyl)-3-methyl-1H-pyrazol-1-yl)acetate). As a reaction SMILES: [CH3:1][C:2]1[CH:6]=[CH:5][N:4]([CH2:7][C:8]([O:10][CH2:11][CH3:12])=[O:9])[N:3]=1.[CH3:13][N:14]([CH:16]=O)[CH3:15]>CC#N.C(Cl)Cl>[CH3:13][N:14]([CH2:16][C:6]1[C:2]([CH3:1])=[N:3][N:4]([CH2:7][C:8]([O:10][CH2:11][CH3:12])=[O:9])[CH:5]=1)[CH3:15]. Procedure details: To a solution of ethyl 2-(3-methyl-1H-pyrazol-1-yl)acetate (94 mg) and DMF (1.5 mL) in MeCN (3 mL) was added N,N-dimethylmethyleneiminium iodide (390 mg). The reaction mixture was stirred at 90° C. overnight. After cooling down, the reaction mixture was diluted with DCM and washed with sat. NaHCO3 and water. The aq. layers were extracted with DCM, the combined org. layers were dried (MgSO4), filtered off and evaporated in vacuo to afford ethyl 2-(4-((dimethylamino)methyl)-3-methyl-1H-pyrazol-1-y... Reactants: [Cl-].[NH4+] (ammonium chloride), C[Si](C)(C)[N-][Si](C)(C)C.[Na+] (sodium bis(trimethylsilyl)amide), ClC=1C(=CC(=NC1)N)C(C1=C(C=CC(=C1)F)F)S(=O)(=O)C1=NC=C(C=C1)Cl ([5-chloro-4-[(5-chloropyridin-2-ylsulfonyl)(2,5-difluorophenyl)methyl]pyridin-2-yl]amine), CS(=O)(=O)Cl (methanesulfonyl chloride). Run in O1CCCC1 (tetrahydrofuran), O1CCCC1 (tetrahydrofuran), ClCCl (dichloromethane). Run at time 30 minute. Product: ClC=1C(=CC(=NC1)NS(=O)(=O)C)C(C1=C(C=CC(=C1)F)F)S(=O)(=O)C1=NC=C(C=C1)Cl (N-[5-Chloro-4-[(5-chloropyridin-2-ylsulfonyl)(2,5-difluorophenyl)methyl]pyridin-2-yl]methanesulfonamide). Isolated yield 25.2%. RXN SMILES: C[Si]([N-][Si](C)(C)C)(C)C.[Na+].[Cl:11][C:12]1[C:13]([CH:19]([S:28]([C:31]2[CH:36]=[CH:35][C:34]([Cl:37])=[CH:33][N:32]=2)(=[O:30])=[O:29])[C:20]2[CH:25]=[C:24]([F:26])[CH:23]=[CH:22][C:21]=2[F:27])=[CH:14][C:15]([NH2:18])=[N:16][CH:17]=1.[CH3:38][S:39](Cl)(=[O:41])=[O:40].[Cl-].[NH4+]>ClCCl.O1CCCC1>[Cl:11][C:12]1[C:13]([CH:19]([S:28]([C:31]2[CH:36]=[CH:35][C:34]([Cl:37])=[CH:33][N:32]=2)(=[O:29])=[O:30])[C:20]2[CH:25]=[C:24]([F:26])[CH:23]=[CH:22][C:21]=2[F:27])=[CH:14][C:15]([NH:18][S:39]([CH3:38])(=[O:41])=[O:40])=[N:16][CH:17]=1 |f:0.1,4.5|. Reported procedure: Under an argon atmosphere, a tetrahydrofuran solution (1M, 0.705 ml, 0.71 mmol) of sodium bis(trimethylsilyl)amide was added to a tetrahydrofuran (4 ml) solution of [5-chloro-4-[(5-chloropyridin-2-ylsulfonyl)(2,5-difluorophenyl)methyl]pyridin-2-yl]amine (92 mg, 0.21 mmol) at 0° C. The resulting mixture was stirred for 30 minutes. To the reaction mixture was added methanesulfonyl chloride (0.055 ml, 0.71 mmol). At the same temperature, the resulting mixture was stirred for 2 hours. The temperatur... Starting materials: BrC=1C=C(C=CC1)NC1=NC=NC2=CC=C(C=C12)N (N-(3-bromophenyl)4,6-quinazolindiamine), C1(=CC=CC=C1)C#CC(=O)O (3-phenyl-2-propynoic acid), CN1CCOCC1 (N-methyl morpholine), ClC(=O)OCC(C)C (isobutyl chloroformate). The solvent is N1=CC=CC=C1 (pyridine), O1CCCC1 (tetrahydrofuran). Yields the product BrC=1C=C(C=CC1)NC1=NC=NC2=CC=C(C=C12)NC(C#CC1=CC=CC=C1)=O (N-[4-[(3-bromophenyl)amino]-6-quinazolinyl]-(3-phenyl-2-propynamide)). Reported procedure: A solution of 0.93 g of 3-phenyl-2-propynoic acid in 10 ml of tetrahydrofuran was cooled in an ice bath. A 0.82 ml portion of isobutyl chloroformate followed by a 0.69 ml portion of N-methyl morpholine were added. After about 1 minute a solution of 1.0 g of N-(3-bromophenyl)4,6-quinazolindiamine in 7 ml of pyridine was added. The reaction at 0° C. for 1 hr.. The solvents were removed at reduced pressure and the solid was purified by chromatography on silica gel to give 0.01 g of N-[4-[(3-bromoph... Reaction SMILES: [C:1]1([C:7]#[C:8][C:9]([OH:11])=O)[CH:6]=[CH:5][CH:4]=[CH:3][CH:2]=1.ClC(OCC(C)C)=O.CN1CCOCC1.[Br:27][C:28]1[CH:29]=[C:30]([NH:34][C:35]2[C:44]3[C:39](=[CH:40][CH:41]=[C:42]([NH2:45])[CH:43]=3)[N:38]=[CH:37][N:36]=2)[CH:31]=[CH:32][CH:33]=1>O1CCCC1.N1C=CC=CC=1>[Br:27][C:28]1[CH:29]=[C:30]([NH:34][C:35]2[C:44]3[C:39](=[CH:40][CH:41]=[C:42]([NH:45][C:9](=[O:11])[C:8]#[C:7][C:1]4[CH:2]=[CH:3][CH:4]=[CH:5][CH:6]=4)[CH:43]=3)[N:38]=[CH:37][N:36]=2)[CH:31]=[CH:32][CH:33]=1. Isolated yield 0.7%. Yields the product CCCCC(C=NO)(CC)CC=CCCC=CCC(N)c1ccccc1. The reactants are CCCCC1(CC)C=NC(c2ccccc2)CC=CCCC=CC1, Cl, Cl, NO, O. RXN SMILES: [CH2:1]([CH2:2][CH2:3][CH3:4])[C:5]1([CH2:23][CH3:24])[CH:6]=[N:7][CH:8]([c:17]2[cH:18][cH:19][cH:20][cH:21][cH:22]2)[CH2:9][CH:10]=[CH:11][CH2:12][CH2:13][CH:14]=[CH:15][CH2:16]1.[ClH:25].[ClH:28].[NH2:26][OH:27].[OH2:29]>>[CH2:1]([CH2:2][CH2:3][CH3:4])[C:5]([CH:6]=[N:26][OH:27])([CH2:16][CH:15]=[CH:14][CH2:13][CH2:12][CH:11]=[CH:10][CH2:9][CH:8]([NH2:7])[c:17]1[cH:18][cH:19][cH:20][cH:21][cH:22]1)[CH2:23][CH3:24]. Reactants: CCOC(=O)Cc1cccc(Oc2ccccc2Cl)c1N, [Na+], [OH-], O. Yields the product Nc1c(CC(=O)O)cccc1Oc1ccccc1Cl. RXN SMILES: [NH2:1][c:2]1[c:3]([CH2:16][C:17](=[O:18])[O:19][CH2:20][CH3:21])[cH:4][cH:5][cH:6][c:7]1[O:8][c:9]1[c:10]([Cl:15])[cH:11][cH:12][cH:13][cH:14]1.[Na+:23].[OH-:22].[OH2:24]>>[NH2:1][c:2]1[c:3]([CH2:16][C:17](=[O:18])[OH:19])[cH:4][cH:5][cH:6][c:7]1[O:8][c:9]1[c:10]([Cl:15])[cH:11][cH:12][cH:13][cH:14]1. Reactants: C(=O)(O)[O-].[Na+] (NaHCO3), C1(CC1)NC1CCNCC1 (cyclopropyl-piperidin-4-yl-amine), TEA, ClC1=C(C(=CC=C1)Cl)CS(=O)(=O)C=1C=C2/C(/C(NC2=CC1)=O)=C/C1=C(C(=C(N1)C)CCC(=O)O)C (3-{5-[5-(2,6-dichloro-phenylmethanesulfonyl)-2-oxo-1,2-dihydro-indol-(3Z)-ylidenemethyl]-2,4-dimethyl-1H-pyrrol-3-yl}-propionic acid), CCN=C=NCCCN(C)C (EDAC), C=1C=CC2=C(C1)N=NN2O (HOBt). Run in CN(C)C=O (DMF). Conditions: time 2 day. Yields the product C1(CC1)NC1CCN(CC1)C(CCC=1C(=C(NC1C)\C=C\1/C(NC2=CC=C(C=C12)S(=O)(=O)CC1=C(C=CC=C1Cl)Cl)=O)C)=O (3-[1-{4-[3-(4-Cyclopropylamino-piperidin-1-yl)-3-oxo-propyl]-3,5-dimethyl-1H-pyrrol-2-yl}-meth-(Z)-ylidene]-5-(2,6-dichloro-phenylmethanesulfonyl)-1,3-dihydro-indol-2-one). RXN SMILES: [Cl:1][C:2]1[CH:7]=[CH:6][CH:5]=[C:4]([Cl:8])[C:3]=1[CH2:9][S:10]([C:13]1[CH:14]=[C:15]2[C:19](=[CH:20][CH:21]=1)[NH:18][C:17](=[O:22])/[C:16]/2=[CH:23]\[C:24]1[NH:28][C:27]([CH3:29])=[C:26]([CH2:30][CH2:31][C:32](O)=[O:33])[C:25]=1[CH3:35])(=[O:12])=[O:11].CCN=C=NCCCN(C)C.C1C=CC2N(O)N=NC=2C=1.[CH:57]1([NH:60][CH:61]2[CH2:66][CH2:65][NH:64][CH2:63][CH2:62]2)[CH2:59][CH2:58]1.C([O-])(O)=O.[Na+]>CN(C=O)C>[CH:57]1([NH:60][CH:61]2[CH2:66][CH2:65][N:64]([C:32](=[O:33])[CH2:31][CH2:30][C:26]3[C:25]([CH3:35])=[C:24](/[CH:23]=[C:16]4\[C:17](=[O:22])[NH:18][C:19]5[C:15]\4=[CH:14][C:13]([S:10]([CH2:9][C:3]4[C:2]([Cl:1])=[CH:7][CH:6]=[CH:5][C:4]=4[Cl:8])(=[O:11])=[O:12])=[CH:21][CH:20]=5)[NH:28][C:27]=3[CH3:29])[CH2:63][CH2:62]2)[CH2:59][CH2:58]1 |f:4.5|. Procedure: To a mixture of 3-{5-[5-(2,6-dichloro-phenylmethanesulfonyl)-2-oxo-1,2-dihydro-indol-(3Z)-ylidenemethyl]-2,4-dimethyl-1H-pyrrol-3-yl}-propionic acid (178 mg, 0.33 mmol), EDAC (135 mg, 0.7 mmol) and HOBt (45 mg, 0.33 mmol) in DMF (4 mL) was added cyclopropyl-piperidin-4-yl-amine (100 mg, 0.7 mmol) and TEA (0.14 mL). The mixture was stirred at rt for 2 days. The reaction was diluted with and NaHCO3, extracted with DCM. The combined extracts were concentrated and the residue was purified on a silic...